This data is from the Open Reaction Database (ORD), a public repository of structured organic reaction records. The task is: describe an organic reaction: reactants, conditions, products, and yield Reactants: CN1CC(CCC1)O (1-methyl-piperidin-3-ol), CN1CC(CCC1)OS(=O)(=O)C (methanesulfonic acid 1-methyl-piperidin-3-yl ester), CNC=1OC2=C(N1)C=C(C=C2)[N+](=O)[O-] (methyl-(5-nitro-benzooxazol-2-yl)-amine), CS(=O)(=O)Cl (methanesulfonyl chloride), [H-].[Na+] (NaH), oil, C(C)(C)N(CC)C(C)C (diisopropylethylamine). The solvent is CN(C)C=O (DMF), CN(C)C=O (DMF), C(Cl)Cl (DCM), O (water), C(C)(=O)OCC (ethyl acetate). Reaction conditions: time 17 hour. Product: N (NH3), CN(C=1OC2=C(N1)C=C(C=C2)[N+](=O)[O-])C2CN(CCC2)C (Methyl-(1-methyl-piperidin-3-yl)-(5-nitro-benzooxazol-2-yl)-amine). Isolated yield 49.0%. Reaction SMILES: C[N:2]1CCCC(O)C1.C(N(C(C)C)CC)(C)C.CS(Cl)(=O)=O.[CH3:23][NH:24][C:25]1[O:26][C:27]2[CH:33]=[CH:32][C:31]([N+:34]([O-:36])=[O:35])=[CH:30][C:28]=2[N:29]=1.[H-].[Na+].[CH3:39][N:40]1[CH2:45][CH2:44][CH2:43][CH:42](OS(C)(=O)=O)[CH2:41]1>C(Cl)Cl.CN(C=O)C.O.C(OCC)(=O)C>[NH3:2].[CH3:23][N:24]([CH:42]1[CH2:43][CH2:44][CH2:45][N:40]([CH3:39])[CH2:41]1)[C:25]1[O:26][C:27]2[CH:33]=[CH:32][C:31]([N+:34]([O-:36])=[O:35])=[CH:30][C:28]=2[N:29]=1 |f:4.5|. Procedure: Place 1-methyl-piperidin-3-ol in DCM (10 mL). Add diisopropylethylamine (DIEA) (1.84 mL, 11.15 mmol) followed by methanesulfonyl chloride (0.866 mL, 11.15 mmol). Stir at rt for 17 h. Add DCM (10 mL) and wash the organic layer with 1N NaOH (20 mL). Collect the organic layer, dry over MgSO4, filter, and concentrate in vacuo. Place methyl-(5-nitro-benzooxazol-2-yl)-amine (600 m g, 3.11 mmol) in DMF (10 mL). Add 60% NaH in mineral oil (124 mg, 3.11 mmol) and stir for 10 min. Then add methanesulfonic... Reactants: CCN=C=O, C1CCOC1, Nc1ccc(NC(=C2C(=O)Nc3ccccc32)c2ccccc2)cc1. The product is CCNC(=O)Nc1ccc(NC(=C2C(=O)Nc3ccccc32)c2ccccc2)cc1. RXN SMILES: [CH2:26]([CH3:27])[N:28]=[C:29]=[O:30].[CH2:31]1[O:32][CH2:33][CH2:34][CH2:35]1.[NH2:1][c:2]1[cH:3][cH:4][c:5]([NH:8][C:9]([c:10]2[cH:11][cH:12][cH:13][cH:14][cH:15]2)=[C:16]2[C:17](=[O:25])[NH:18][c:19]3[cH:20][cH:21][cH:22][cH:23][c:24]32)[cH:6][cH:7]1>>[NH:1]([c:2]1[cH:3][cH:4][c:5]([NH:8][C:9]([c:10]2[cH:11][cH:12][cH:13][cH:14][cH:15]2)=[C:16]2[C:17](=[O:25])[NH:18][c:19]3[cH:20][cH:21][cH:22][cH:23][c:24]32)[cH:6][cH:7]1)[C:29]([NH:28][CH2:26][CH3:27])=[O:30].